From a dataset of the Open Reaction Database (ORD), a public repository of structured organic reaction records. describe an organic reaction: reactants, conditions, products, and yield Starting materials: FC1=CC=C(C=C1)C1=C(C=CC(=N1)C#N)C (6-(4-fluorophenyl)-5-methylpyridine-2-carbonitrile), ClC1=CC(=CC=C1)C(=O)OO (m-chloroperbenzoic acid), S(=S)(=O)([O-])[O-].[Na+].[Na+] (sodium thiosulfate). Solvent: O1CCCC1 (tetrahydrofuran). Reaction conditions: temperature 50 celsius. The product is CC1=CC=C([N+](=C1C1=CC=CC=C1)[O-])C#N (5-methyl-6-phenylpyridine-2-carbonitrile 1-oxide). Yield: 9.2%. As a reaction SMILES: F[C:2]1[CH:7]=[CH:6][C:5]([C:8]2[N:13]=[C:12]([C:14]#[N:15])[CH:11]=[CH:10][C:9]=2[CH3:16])=[CH:4][CH:3]=1.ClC1C=CC=C(C(OO)=[O:25])C=1.S([O-])([O-])(=O)=S.[Na+].[Na+]>O1CCCC1>[CH3:16][C:9]1[C:8]([C:5]2[CH:6]=[CH:7][CH:2]=[CH:3][CH:4]=2)=[N+:13]([O-:25])[C:12]([C:14]#[N:15])=[CH:11][CH:10]=1 |f:2.3.4|. Reported procedure: A solution of 6-(4-fluorophenyl)-5-methylpyridine-2-carbonitrile (750 mg, 3.86 mmol) and m-chloroperbenzoic acid (purity 69%, 2.4 g, 96.5 mmol) in tetrahydrofuran (8 mL) was stirred with heating at 50° C. for 3 days. Saturated aqueous sodium thiosulfate solution was added to the reaction mixture, and the mixture was extracted 3 times with ethyl acetate. The combined organic layer was washed with saturated aqueous sodium hydrogen carbonate solution and saturated brine, dried over anhydrous magnes...